Dataset: the Open Reaction Database (ORD), a public repository of structured organic reaction records. Task: describe an organic reaction: reactants, conditions, products, and yield Reactants: C(#N)CCCC(=O)O (4-cyanobutanoic acid), C[O-].[Na+] (sodium methoxide), C(C(C)(C)C)(=O)Cl (pivaloyl chloride), ClC=1C=C(C(=O)C=2C(=NC(=CC2)C)NCC)C=CC1 (3-(3-chlorobenzoyl)-2-ethylamino-6-methylpyridine), C[O-].[Na+] (sodium methoxide). Procedure: After the treatment of 4-cyanobutanoic acid with sodium methoxide in methanol, the treated compound was reacted with pivaloyl chloride in THF. Thus obtained compound was reacted with 3-(3-chlorobenzoyl)-2-ethylamino-6-methylpyridine under heating. Then, the compound obtained by usual work-up was reacted in ethanol in the presence of sodium methoxide under heating. Thereafter, the reaction mixture was worked up and purified in a usual manner to obtain 4-(3-chlorophenyl)-3-(2-cyanoethyl)-1-ethyl-7... The solvent is CO (methanol), C1CCOC1 (THF), C(C)O (ethanol). RXN SMILES: [C:1]([CH2:3][CH2:4][CH2:5][C:6]([OH:8])=O)#[N:2].C[O-].[Na+].C(Cl)(=O)C(C)(C)C.[Cl:19][C:20]1[CH:21]=[C:22]([CH:35]=[CH:36][CH:37]=1)[C:23]([C:25]1[C:26]([NH:32][CH2:33][CH3:34])=[N:27][C:28]([CH3:31])=[CH:29][CH:30]=1)=O>CO.C1COCC1.C(O)C>[Cl:19][C:20]1[CH:21]=[C:22]([C:23]2[C:25]3[C:26](=[N:27][C:28]([CH3:31])=[CH:29][CH:30]=3)[N:32]([CH2:33][CH3:34])[C:6](=[O:8])[C:5]=2[CH2:4][CH2:3][C:1]#[N:2])[CH:35]=[CH:36][CH:37]=1 |f:1.2|. The product is ClC=1C=C(C=CC1)C1=C(C(N(C2=NC(=CC=C12)C)CC)=O)CCC#N (4-(3-chlorophenyl)-3-(2-cyanoethyl)-1-ethyl-7-methyl-1,8-naphthyridin-2(1H)-one). The reactants are COC(=O)NC(C(=O)O[C@H]1CN2CCC1CC2)C2=CC=CC=C2 ((R)-quinuclidin-3-yl 2-(methoxycarbonylamino)-2-phenylacetate), BrCC(=O)C1=CC=CC=C1 (2-bromo-1-phenylethanone). Run in CCOC(=O)C (EtOAc), CC#N (CH3CN). Run at time 15 hour. Yields the product [Br-].COC(=O)NC(C(=O)O[C@H]1C[N+]2(CCC1CC2)CC(C2=CC=CC=C2)=O)C2=CC=CC=C2 ((3R)-3-(2-(methoxycarbonylamino)-2-phenylacetoxy)-1-(2-oxo-2-phenylethyl)-1-azoniabicyclo[2.2.2]octane bromide). Yield: 59.3%. Reaction SMILES: [CH3:1][O:2][C:3]([NH:5][CH:6]([C:18]1[CH:23]=[CH:22][CH:21]=[CH:20][CH:19]=1)[C:7]([O:9][C@@H:10]1[CH:15]2[CH2:16][CH2:17][N:12]([CH2:13][CH2:14]2)[CH2:11]1)=[O:8])=[O:4].[Br:24][CH2:25][C:26]([C:28]1[CH:33]=[CH:32][CH:31]=[CH:30][CH:29]=1)=[O:27]>CCOC(C)=O.CC#N>[Br-:24].[CH3:1][O:2][C:3]([NH:5][CH:6]([C:18]1[CH:23]=[CH:22][CH:21]=[CH:20][CH:19]=1)[C:7]([O:9][C@@H:10]1[CH:15]2[CH2:16][CH2:17][N+:12]([CH2:25][C:26](=[O:27])[C:28]3[CH:33]=[CH:32][CH:31]=[CH:30][CH:29]=3)([CH2:13][CH2:14]2)[CH2:11]1)=[O:8])=[O:4] |f:4.5|. Procedure: To a solution of (R)-quinuclidin-3-yl 2-(methoxycarbonylamino)-2-phenylacetate (C26) (58.0 mg, 0.18 mmol) in EtOAc (3 ml) and CH3CN (1 ml), was added 2-bromo-1-phenylethanone (39.9 mg, 0.20 mmol). The reaction was stirred at RT for 15 hours, and then the solvent was evaporated. The crude was purified by flash chromatography (DCM/MeOH=95/5 to 92/8) and the resulting product was triturated with i-Pr2O to obtain (3R)-3-(2-(methoxycarbonylamino)-2-phenylacetoxy)-1-(2-oxo-2-phenylethyl)-1-azoniabicyc... The reactants are Cl (HCl), FCC1(OC2=C(C(=C1)C(=O)OCC)C=C(C=C2)I)CF (ethyl 2,2-bis(fluoromethyl)-6-iodo-2H-1-benzopyran-4-carboxylate), FC(C(C(F)(F)I)(F)F)(C(F)(F)F)F (nonafluoro-butyl iodide), cuprous iodide, CN(P(N(C)C)(N(C)C)=O)C (hexamethylphosphoric triamide), FC(C(C(F)(F)I)(F)F)(C(F)(F)F)F (nonafluorobutyl iodide). Reagents/catalysts: [Cu] (copper). Solvent: C(C)(=O)OCC (ethyl acetate). Conditions: temperature 70 celsius. Product: FC(C(C(C=1C=CC2=C(C(=CC(O2)(CF)CF)C(=O)OCC)C1)(F)F)(F)F)(C(F)(F)F)F (ethyl 6-nonafluorobutyl-2,2-bis(fluoromethyl)-2H-1-benzopyran-4-carboxylate). Isolated yield 51.3%. Reaction SMILES: [F:1][CH2:2][C:3]1([CH2:19][F:20])[CH:8]=[C:7]([C:9]([O:11][CH2:12][CH3:13])=[O:10])[C:6]2[CH:14]=[C:15](I)[CH:16]=[CH:17][C:5]=2[O:4]1.[F:21][C:22]([F:34])([C:30]([F:33])([F:32])[F:31])[C:23]([F:29])([F:28])[C:24](I)([F:26])[F:25].CN(C)P(=O)(N(C)C)N(C)C.Cl>[Cu].C(OCC)(=O)C>[F:21][C:22]([F:34])([C:30]([F:31])([F:32])[F:33])[C:23]([F:28])([F:29])[C:24]([F:25])([F:26])[C:15]1[CH:16]=[CH:17][C:5]2[O:4][C:3]([CH2:19][F:20])([CH2:2][F:1])[CH:8]=[C:7]([C:9]([O:11][CH2:12][CH3:13])=[O:10])[C:6]=2[CH:14]=1. Procedure: A mixture of 0.30 g of ethyl 2,2-bis(fluoromethyl)-6-iodo-2H-1-benzopyran-4-carboxylate, 3.50 g of nonafluoro-butyl iodide, 0.30 g of copper powder, 0.32 g of cuprous iodide and 3 ml of hexamethylphosphoric triamide was stirred with heating at 70° C. for 22 hours, added another 1.75 g of nonafluorobutyl iodide, and stirred with heating at 150° C. for 5 hours. A mixture of 2N HCl and ethyl acetate was added to the reaction mixture, and insoluble materials were separated off using a celite. An org...